This data is from the Open Reaction Database (ORD), a public repository of structured organic reaction records. The task is: describe an organic reaction: reactants, conditions, products, and yield Product: ClCC=1N=C2N(C(=NC(=C2)C2=C(C=C(C=C2)Cl)Cl)SCC)C1 (2-(Chloromethyl)-7-(2,4-dichlorophenyl)-5-(ethylsulphanyl)imidazo[1,2-c]pyrimidine). Procedure details: 3 g (9.99 mmol) of 6-(2,4-dichlorophenyl)-2-(ethylsulphanyl)pyrimidine-4-amine (Example 3A) are added to a solution of 1.395 g (10.99 mmol) of 1,3-dichloropropan-2-one in 33 ml of dry ethanol, and the mixture is then heated under reflux conditions for 20 h. The solvent is substantially removed and the residue is purified by preparative HPLC. 1.5 g (37% of theory) of the product are obtained. As a reaction SMILES: [Cl:1][C:2]1[CH:7]=[C:6]([Cl:8])[CH:5]=[CH:4][C:3]=1[C:9]1[N:14]=[C:13]([S:15][CH2:16][CH3:17])[N:12]=[C:11]([NH2:18])[CH:10]=1.[Cl:19][CH2:20][C:21](=O)[CH2:22]Cl>C(O)C>[Cl:19][CH2:20][C:21]1[N:18]=[C:11]2[CH:10]=[C:9]([C:3]3[CH:4]=[CH:5][C:6]([Cl:8])=[CH:7][C:2]=3[Cl:1])[N:14]=[C:13]([S:15][CH2:16][CH3:17])[N:12]2[CH:22]=1. Solvent: C(C)O (ethanol). Reactants: ClC1=C(C=CC(=C1)Cl)C1=CC(=NC(=N1)SCC)N (6-(2,4-Dichlorophenyl)-2-(ethylthio)pyrimidine-4-amine), ClCC(CCl)=O (1,3-dichloropropan-2-one). Starting materials: C(C1=CC=CC=C1)OC(=O)C1=C(NC=2C=CC3=C(C12)CCC(O3)CO)C (7-Hydroxymethyl-2-methyl-3,7,8,9-tetrahydro-pyrano[3,2-e]indole-1-carboxylic acid benzyl ester), C(Cl)Cl.CO (CH2Cl2 MeOH), C(Br)(Br)(Br)Br (Carbon tetrabromide), C1(=CC=CC=C1)P(C1=CC=CC=C1)C1=CC=CC=C1 (triphenylphosphine). Run in C(Cl)Cl (CH2Cl2). Conditions: time 3 hour. Product: [Br-].N1C=CC2=CC=CC=C12 (indole-bromide). The yield is 83.6%. As a reaction SMILES: C(OC([C:11]1[C:19]2[C:18]3CCC(CO)O[C:17]=3[CH:16]=[CH:15][C:14]=2[NH:13][C:12]=1C)=O)C1C=CC=CC=1.C(Br)(Br)(Br)[Br:28].C1(P(C2C=CC=CC=2)C2C=CC=CC=2)C=CC=CC=1.C(Cl)Cl.CO>C(Cl)Cl>[Br-:28].[NH:13]1[C:14]2[C:19](=[CH:18][CH:17]=[CH:16][CH:15]=2)[CH:11]=[CH:12]1 |f:3.4,6.7|. Reported procedure: 7-Hydroxymethyl-2-methyl-3,7,8,9-tetrahydro-pyrano[3,2-e]indole-1-carboxylic acid benzyl ester (0.410 g, 1.16 mmol, 1 eq) was suspended in dry CH2Cl2 (20 mL) under Ar. Carbon tetrabromide (0.615 g, 1.86 mmol, 1.6 eq) was added followed by the addition of triphenylphosphine (0.441 g, 1.5 mmol, 1.3 eq). The reaction mixture was stirred at room temperature. The reaction was followed by TLC (CH2Cl2/MeOH 9/1). After 3 hours, the reaction mixture was loaded on silica gel and chromatographed, eluting w...